From a dataset of the Open Reaction Database (ORD), a public repository of structured organic reaction records. describe an organic reaction: reactants, conditions, products, and yield Reactants: C(#N)C=1C=CC(=NC1)C(=O)O (5-cyano-2-pyridinecarboxylic acid), C(C)(C)(C)OC(=O)N1C[C@H](OCC1)C1=CC(=C(C=C1)N)Cl ((+)-(R)-2-(4-Amino-3-chloro-phenyl)-morpholine-4-carboxylic acid tert-butyl ester). Yields the product Cl.ClC1=C(C=CC(=C1)[C@@H]1CNCCO1)NC(C1=NC=C(C=C1)C#N)=O ((R)—N-(2-Chloro-4-(morpholin-2-yl)phenyl)-5-cyanopicolinamide hydrochloride). Reaction SMILES: [C:1]([C:3]1[CH:4]=[CH:5][C:6]([C:9]([OH:11])=O)=[N:7][CH:8]=1)#[N:2].C(OC([N:19]1[CH2:24][CH2:23][O:22][C@H:21]([C:25]2[CH:30]=[CH:29][C:28]([NH2:31])=[C:27]([Cl:32])[CH:26]=2)[CH2:20]1)=O)(C)(C)C>>[ClH:32].[Cl:32][C:27]1[CH:26]=[C:25]([C@H:21]2[O:22][CH2:23][CH2:24][NH:19][CH2:20]2)[CH:30]=[CH:29][C:28]=1[NH:31][C:9](=[O:11])[C:6]1[CH:5]=[CH:4][C:3]([C:1]#[N:2])=[CH:8][N:7]=1 |f:2.3|. Procedure details: In analogy to example 79, step a) using 5-cyano-2-pyridinecarboxylic acid (CAS 53234-55-2) instead of 4-cyanopicolinic acid (CAS 640296-19-1) and (+)-(R)-2-(4-Amino-3-chloro-phenyl)-morpholine-4-carboxylic acid tert-butyl ester (example 29a) instead of (−)-(S)-2-(4-Amino-3-fluoro-phenyl)-morpholine-4-carboxylic acid tert-butyl ester. White solid. MS (ISP): 341.1 ([M+H]+) Starting materials: ClCCl, Cc1ccc(C#N)nc1CO, O=S(Cl)Cl. Product: Cc1ccc(C#N)nc1CCl. RXN SMILES: [Cl:16][CH2:17][Cl:18].[OH:1][CH2:2][c:3]1[c:4]([CH3:11])[cH:5][cH:6][c:7]([C:9]#[N:10])[n:8]1.[S:12]([Cl:13])([Cl:14])=[O:15]>>[CH2:2]([c:3]1[c:4]([CH3:11])[cH:5][cH:6][c:7]([C:9]#[N:10])[n:8]1)[Cl:14]. Starting materials: O=[N+]([O-])c1cc(Br)ccc1F, O=Cc1ccccc1O, CN(C)C=O. The product is O=Cc1ccccc1Oc1ccc(Br)cc1[N+](=O)[O-]. RXN SMILES: [Br:10][c:11]1[cH:12][c:13]([N+:18](=[O:19])[O-:20])[c:14]([F:17])[cH:15][cH:16]1.[CH:1](=[O:2])[c:3]1[cH:4][cH:5][cH:6][cH:7][c:8]1[OH:9].[O:21]=[CH:22][N:23]([CH3:24])[CH3:25]>>[CH:1](=[O:2])[c:3]1[cH:4][cH:5][cH:6][cH:7][c:8]1[O:9][c:14]1[c:13]([N+:18](=[O:19])[O-:20])[cH:12][c:11]([Br:10])[cH:16][cH:15]1. Starting materials: Cl (hydrochloric acid), C(C)C1=NC2=CC=C(N=C2C(=C1)OCC1=CC=C(C=C1)C1=C(C=CC=C1)C=1N=NN(N1)C(C1=CC=CC=C1)(C1=CC=CC=C1)C1=CC=CC=C1)OCC(=O)OCC (2-ethyl-6-(ethoxycarbonylmethoxy)-4-[(2'-(2-triphenylmethyl-2H-tetrazol-5-yl)biphenyl-4-yl)methoxy]-1,5-naphthyridine), [OH-].[Na+] (Sodium hydroxide). The solvent is O (water), C(C)O (ethanol). Run at temperature 50 celsius, time 1 hour. Yields the product Cl.C(=O)(O)COC=1N=C2C(=CC(=NC2=CC1)CC)OCC1=CC=C(C=C1)C1=C(C=CC=C1)C1=NN=NN1 (6-(carboxymethoxy)-2-ethyl-4-[(2'-(1H-tetrazol-5-yl)biphenyl-4-yl)methoxy]-1,5-naphthyridine hydrochloride). RXN SMILES: [ClH:1].[CH2:2]([C:4]1[CH:13]=[C:12]([O:14][CH2:15][C:16]2[CH:21]=[CH:20][C:19]([C:22]3[CH:27]=[CH:26][CH:25]=[CH:24][C:23]=3[C:28]3[N:29]=[N:30][N:31](C(C4C=CC=CC=4)(C4C=CC=CC=4)C4C=CC=CC=4)[N:32]=3)=[CH:18][CH:17]=2)[C:11]2[C:6](=[CH:7][CH:8]=[C:9]([O:52][CH2:53][C:54]([O:56]CC)=[O:55])[N:10]=2)[N:5]=1)[CH3:3].[OH-].[Na+]>C(O)C.O>[ClH:1].[C:54]([CH2:53][O:52][C:9]1[N:10]=[C:11]2[C:6](=[CH:7][CH:8]=1)[N:5]=[C:4]([CH2:2][CH3:3])[CH:13]=[C:12]2[O:14][CH2:15][C:16]1[CH:17]=[CH:18][C:19]([C:22]2[CH:27]=[CH:26][CH:25]=[CH:24][C:23]=2[C:28]2[NH:32][N:31]=[N:30][N:29]=2)=[CH:20][CH:21]=1)([OH:56])=[O:55] |f:2.3,6.7|. Procedure: Concentrated hydrochloric acid (2.7 ml) was added to a solution of 2-ethyl-6-(ethoxycarbonylmethoxy)-4-[(2'-(2-triphenylmethyl-2H-tetrazol-5-yl)biphenyl-4-yl)methoxy]-1,5-naphthyridine (1.0 g) in ethanol (16 ml). The solution was heated at 50° C. for 2 hours and then cooled. 4M Sodium hydroxide solution (10 ml) was added and the solution was heated at 50° C. for 30 minutes and then diluted with water (50 ml). The solution was washed with ether (25 ml) and the aqueous phase was concentrated by ev... The reactants are C(C1=CC=CC=C1)OC(=O)N[C@H](CCCO)C=1OC(=C(N1)C1=CC=CC=C1)C1=CC=CC=C1 ((1R)-N-benzyloxycarbonyl-4-hydroxy-1-(4,5-diphenyloxazol-2-yl)butylamine). The reagents and catalysts are [Pd] (Pd/C). The solvent is CO (methanol). Conditions: time 5 hour. The product is OCCC[C@H](C=1OC(=C(N1)C1=CC=CC=C1)C1=CC=CC=C1)N ((1R)-4-hydroxy-1-(4,5-diphenyloxazol-2-yl)butylamine). Yield: 69.4%. Reaction SMILES: C(OC([NH:11][C@@H:12]([C:17]1[O:18][C:19]([C:28]2[CH:33]=[CH:32][CH:31]=[CH:30][CH:29]=2)=[C:20]([C:22]2[CH:27]=[CH:26][CH:25]=[CH:24][CH:23]=2)[N:21]=1)[CH2:13][CH2:14][CH2:15][OH:16])=O)C1C=CC=CC=1>CO.[Pd]>[OH:16][CH2:15][CH2:14][CH2:13][C@@H:12]([NH2:11])[C:17]1[O:18][C:19]([C:28]2[CH:29]=[CH:30][CH:31]=[CH:32][CH:33]=2)=[C:20]([C:22]2[CH:27]=[CH:26][CH:25]=[CH:24][CH:23]=2)[N:21]=1. Procedure: A mixture of (1R)-N-benzyloxycarbonyl-4-hydroxy-1-(4,5-diphenyloxazol-2-yl)butylamine (12 g) and 10% Pd/C (2 g) in methanol (20 ml) was stirred under H2 for 5 hours. The catalyst was filtered off and filtrate was evaporated. The residue was recrystallized with ether to give (1R)-4-hydroxy-1-(4,5-diphenyloxazol-2-yl)butylamine (5.8 g). Reactants: O=C(O)c1ccc2c(c1)OCO2, NC1C2CC3CC1CN(C3)C2. Yields the product O=C(NC1C2CC3CC1CN(C3)C2)c1ccc2c(c1)OCO2. RXN SMILES: [C:12]([c:13]1[cH:14][c:15]2[c:19]([cH:20][cH:21]1)[O:18][CH2:17][O:16]2)(=[O:22])[OH:23].[N:1]12[CH2:2][CH:3]3[CH:4]([NH2:11])[CH:5]([CH2:6][CH:7]([CH2:8]1)[CH2:9]3)[CH2:10]2>>[N:1]12[CH2:2][CH:3]3[CH:4]([NH:11][C:12]([c:13]4[cH:14][c:15]5[c:19]([cH:20][cH:21]4)[O:18][CH2:17][O:16]5)=[O:22])[CH:5]([CH2:6][CH:7]([CH2:8]1)[CH2:9]3)[CH2:10]2. Reactants: Cl (hydrochloric acid), [OH-].[Na+] (sodium hydroxide), OC1=CC=C(C=CC(=O)O)C=C1 (p-hydroxy cinnamic acid), C1C(O1)CO (glycidol). Solvent: CS(=O)C (DMSO), OCC(O)CO (glycerin). Conditions: temperature 90 celsius, time 1 hour. The product is C(C=CC1=CC=CC=C1)(=O)O (cinnamic acid). As a reaction SMILES: O[C:2]1[CH:12]=[CH:11][C:5]([CH:6]=[CH:7][C:8]([OH:10])=[O:9])=[CH:4][CH:3]=1.C1OC1CO.Cl.[OH-].[Na+]>CS(C)=O.OCC(CO)O>[C:8]([OH:10])(=[O:9])[CH:7]=[CH:6][C:5]1[CH:4]=[CH:3][CH:2]=[CH:12][CH:11]=1 |f:3.4|. Procedure: 1.74 g of p-hydroxy cinnamic acid and 4.0 g of glycidol were dissolved in 2 ml of DMSO, and catalytic amount of hydrochloric acid was added. The solution was heated to 90° C., heating and agitation were carried out for 1 hour, neutralized by adding sodium hydroxide and then the adduct of cinnamic acid and glycerin was obtained.